From a dataset of the Open Reaction Database (ORD), a public repository of structured organic reaction records. describe an organic reaction: reactants, conditions, products, and yield Reactants: OC1=CC(=CC=2C(C3=CC=CC(=C3C(C12)=O)O)=O)CO (9,10-Dihydro-4,5-dihydroxy-9,10-dioxo-2-hydroxymethyl-anthracene), C([O-])([O-])=O.[K+].[K+] (potassium carbonate), CC(=O)C (acetone), [O-]S(=O)(=O)[O-].[Ca+2] (Drierite), S(=O)(=O)(OC)OC (dimethyl sulphate). Yields the product COC1=CC(=CC=2C(C3=CC=CC(=C3C(C12)=O)OC)=O)CO (9,10-Dihydro-4,5dimethoxy-9,10dioxo-2-hydroxymethyl-anthracene). As a reaction SMILES: [OH:1][C:2]1[C:15]2[C:14](=[O:16])[C:13]3[C:8](=[CH:9][CH:10]=[CH:11][C:12]=3O)[C:7](=[O:18])[C:6]=2[CH:5]=[C:4](CO)[CH:3]=1.[C:21](=[O:24])([O-])[O-].[K+].[K+].[O-]S([O-])(=O)=O.[Ca+2].S(OC)([O:36][CH3:37])(=O)=O.[CH3:40]C(C)=O>>[CH3:40][O:1][C:2]1[C:15]2[C:14](=[O:16])[C:13]3[C:8](=[CH:9][CH:10]=[CH:11][C:12]=3[O:36][CH3:37])[C:7](=[O:18])[C:6]=2[CH:5]=[C:4]([CH2:21][OH:24])[CH:3]=1 |f:1.2.3,4.5|. Procedure: 9,10-Dihydro-4,5-dihydroxy-9,10-dioxo-2-hydroxymethyl-anthracene (aloe-emodin) (45 g) and anhydrous potassium carbonate (225 g) were mechanically stirred in `Drierire` dried acetone (2.5 l) and `Drierite` dried dioxan (1l) before adding dimethyl sulphate (67.5 ml; 89.8 g). The mixture was heated at reflux for 20.5 hours. Reactants: ClC1=CC=C(C=C1)C(C)=O (1-(4-chlorophenyl)ethanone), pyridinium bromide perbromide, ice water. The solvent is C(C)(=O)O (acetic acid), C(C)(=O)O (acetic acid). Reaction conditions: time 4 hour. The product is Cl.NCC(=O)C1=CC=C(C=C1)Cl (2-amino-1-(4-chlorophenyl)ethanone hydrochloride), BrCC(=O)C1=CC=C(C=C1)Cl (2-bromo-1-(4-chlorophenyl)ethanone). Reaction SMILES: [Cl:1][C:2]1[CH:7]=[CH:6][C:5]([C:8](=[O:10])[CH3:9])=[CH:4][CH:3]=1.C1C=C[NH+:14]=CC=1.[Br:17][Br-]Br>C(O)(=O)C>[ClH:1].[NH2:14][CH2:9][C:8]([C:5]1[CH:6]=[CH:7][C:2]([Cl:1])=[CH:3][CH:4]=1)=[O:10].[Br:17][CH2:9][C:8]([C:5]1[CH:6]=[CH:7][C:2]([Cl:1])=[CH:3][CH:4]=1)=[O:10] |f:1.2,4.5|. Procedure: The starting 2-amino-1-(4-chlorophenyl)ethanone hydrochloride was prepared according to the following procedure. The 1-(4-chlorophenyl)ethanone (1.0 eq.) was dissolved in glacial acetic acid (1 ml, per mmol). To this was added a slurry of pyridinium bromide perbromide (1.03 eq.) in acetic acid (1 mL per mmol). The heterogeneous mixture was stirred for 4 h at ambient temperature. After about 30 min. the mixture turned homogeneous. After pouring into ice-water a yellow precipitate was filtered off...